Dataset: the Open Reaction Database (ORD), a public repository of structured organic reaction records. Task: describe an organic reaction: reactants, conditions, products, and yield Reactants: BrC1=CC(=C(C=C1)Cl)Cl (4-bromo-1,2-dichlorobenzene), ( 64 ), ( 47 ), C[C@@H]1N([C@@H](CNC1)C)CCC (cis-2,6-dimethyl-1-propyl-piperazine), Cl (HCl), ( 53 ). Yields the product ClC=1C=C(C=CC1Cl)N1C[C@@H](N([C@@H](C1)C)CCC)C (cis-4-(3,4-dichloro-phenyl)-2,6-dimethyl-1-propyl-piperazine). Reaction SMILES: Br[C:2]1[CH:7]=[CH:6][C:5]([Cl:8])=[C:4]([Cl:9])[CH:3]=1.[CH3:10][C@H:11]1[CH2:16][NH:15][CH2:14][C@@H:13]([CH3:17])[N:12]1[CH2:18][CH2:19][CH3:20].Cl>>[Cl:9][C:4]1[CH:3]=[C:2]([N:15]2[CH2:14][C@@H:13]([CH3:17])[N:12]([CH2:18][CH2:19][CH3:20])[C@@H:11]([CH3:10])[CH2:16]2)[CH:7]=[CH:6][C:5]=1[Cl:8]. Procedure details: Beginning with 4-bromo-1,2-dichlorobenzene and cis-2,6-dimethyl-1-propyl-piperazine, the title compound was recovered by the procedure described in Preparation 9: m.p. 225° C. (HCl), MS m/z (rel. intensity, 70 eV)) 301 (M+, 24), 271 (64), 112 (bp), 70 (47), 56 (53). Starting materials: OCN1C(C(=C(C1=O)C1=CN(C2=CC(=CC=C12)[N+](=O)[O-])C)C1=CN(C2=CC=CC=C12)C)=O (1-Hydroxymethyl-3-(1-methyl-1H-indol-3-yl)-4-(1-methyl-6-nitro-1H-indol-3-yl)-pyrrole-2,5-dione), O (water), C1=CC=CC=C1 (benzene), C(\C=C\C(=O)Cl)(=O)Cl (fumaryl chloride), C(C)(C)N(CC)C(C)C (diisopropylethylamine). Solvent: CC(=O)C (Acetone), C(Cl)Cl (CH2Cl2), C(Cl)Cl (CH2Cl2). Reaction conditions: time 20 minute. The product is CN1C=C(C2=CC=CC=C12)C=1C(N(C(C1C1=CN(C2=CC(=CC=C12)[N+](=O)[O-])C)=O)COC(C=CC(=O)O)=O)=O (But-2-enedioic Acid Mono-[3-(1-methyl-1H-indol-3-yl)-4-(1-methyl-6-nitro-1H-indol-3-yl)-2,5-dioxo-2,5-dihydro-pyrrol-1-ylmethyl] Ester). Isolated yield 60.0%. Reaction SMILES: [OH:1][CH2:2][N:3]1[C:7](=[O:8])[C:6]([C:9]2[C:17]3[C:12](=[CH:13][C:14]([N+:18]([O-:20])=[O:19])=[CH:15][CH:16]=3)[N:11]([CH3:21])[CH:10]=2)=[C:5]([C:22]2[C:30]3[C:25](=[CH:26][CH:27]=[CH:28][CH:29]=3)[N:24]([CH3:31])[CH:23]=2)[C:4]1=[O:32].C1C=CC=CC=1.[C:39](Cl)(=[O:45])/[CH:40]=[CH:41]/[C:42](Cl)=[O:43].C(N(C(C)C)CC)(C)C.[OH2:56]>C(Cl)Cl.CC(C)=O>[CH3:31][N:24]1[C:25]2[C:30](=[CH:29][CH:28]=[CH:27][CH:26]=2)[C:22]([C:5]2[C:4](=[O:32])[N:3]([CH2:2][O:1][C:39](=[O:45])[CH:40]=[CH:41][C:42]([OH:56])=[O:43])[C:7](=[O:8])[C:6]=2[C:9]2[C:17]3[C:12](=[CH:13][C:14]([N+:18]([O-:20])=[O:19])=[CH:15][CH:16]=3)[N:11]([CH3:21])[CH:10]=2)=[CH:23]1. Reported procedure: To a solution of 1-Hydroxymethyl-3-(1-methyl-1H-indol-3-yl)-4-(1-methyl-6-nitro-1H-indol-3-yl)-pyrrole-2,5-dione, prepared as in example 1a, in 1:4 CH2Cl2:benzene, were added a large excess of fumaryl chloride and excess diisopropylethylamine. The reaction was stirred at room temperature for 20 min. Acetone and water were, added. The reaction mixture was diluted with CH2Cl2, washed with water, cold saturated NaHCO3, water and dried over Na2SO4. The resulting but-2-enedioic acid mono-[3-(1-methyl... Reactants: OC1CCNCC1 (4-hydroxypiperidine), BrC1=C(CBr)C=CC=C1 (2-bromobenzyl bromide). The solvent is CN(C=O)C (dimethylformamide). Run at time 2 hour. Product: BrC1=C(CN2CCC(CC2)O)C=CC=C1 (1-(2-bromo-benzyl)-piperidin-4-ol). Isolated yield 96.2%. As a reaction SMILES: [OH:1][CH:2]1[CH2:7][CH2:6][NH:5][CH2:4][CH2:3]1.[Br:8][C:9]1[CH:16]=[CH:15][CH:14]=[CH:13][C:10]=1[CH2:11]Br>CN(C)C=O>[Br:8][C:9]1[CH:16]=[CH:15][CH:14]=[CH:13][C:10]=1[CH2:11][N:5]1[CH2:6][CH2:7][CH:2]([OH:1])[CH2:3][CH2:4]1. Reported procedure: 0.202 g (0.002 mol) of 4-hydroxypiperidine and 0.55 g (0.0022 mol) of 2-bromobenzyl bromide were dissolved in 5 ml of dimethylformamide and stirred at room temperature for 2 hrs. The solvent was distilled off and the residue was taken up in dichloromethane and washed with sat. bicarbonate solution and sodium chloride solution. The organic phase was dried over sodium sulfate and concentrated. 0.52 g (96%) of 1-(2-bromo-benzyl)-piperidin-4-ol was obtained as a brown oil. MS: me/e (% basic peak)=27...